From a dataset of the Open Reaction Database (ORD), a public repository of structured organic reaction records. describe an organic reaction: reactants, conditions, products, and yield The reactants are FC1=CC=C(O[C@H]2[C@@H](CNCC2)C2=CC=CC=C2)C=C1 (trans-4-(4-fluorophenoxy)-3-phenylpiperidine), C([O-])([O-])=O.[K+].[K+] (potassium carbonate), C(C=C)Br (allyl bromide), CN(C=O)C (dimethylformamide). Conditions: temperature 61 celsius. Product: C(\C=C\C(=O)O)(=O)O.C(C=C)N1C[C@H]([C@@H](CC1)OC1=CC=C(C=C1)F)C1=CC=CC=C1 (Trans-1-allyl-4-(4-fluorophenoxy)-3-phenylpiperidine fumarate). RXN SMILES: [F:1][C:2]1[CH:20]=[CH:19][C:5]([O:6][C@@H:7]2[CH2:12][CH2:11][NH:10][CH2:9][C@H:8]2[C:13]2[CH:18]=[CH:17][CH:16]=[CH:15][CH:14]=2)=[CH:4][CH:3]=1.[C:21](=[O:24])([O-:23])[O-].[K+].[K+].[CH2:27](Br)[CH:28]=[CH2:29].CN(C)C=[O:34]>>[C:5]([OH:34])(=[O:6])/[CH:19]=[CH:20]/[C:21]([OH:23])=[O:24].[CH2:29]([N:10]1[CH2:11][CH2:12][C@@H:7]([O:6][C:5]2[CH:4]=[CH:3][C:2]([F:1])=[CH:20][CH:19]=2)[C@H:8]([C:13]2[CH:18]=[CH:17][CH:16]=[CH:15][CH:14]=2)[CH2:9]1)[CH:28]=[CH2:27] |f:1.2.3,6.7|. Reported procedure: A mixture of 4.34 g of trans-4-(4-fluorophenoxy)-3-phenylpiperidine, 4.8 g of anhydrous potassium carbonate, 1.52 ml of allyl bromide and 64 ml of dry dimethylformamide is heated and vigorously stirred overnight at 61° C. under nitrogen. The mixture is cooled to room temperature and partitioned between water (300 ml) and ether (500 ml). The phases are separated and the ether phase is washed with water (3×300 ml), followed by 300 ml of saturated sodium chloride solution. After drying over anhydro... Starting materials: C(C)OC(=O)C=1C(=NC(=C(C1Cl)[N+](=O)[O-])N1CCN(CC1)C)C (4-chloro-2-methyl-6-(4-methyl-1-piperazinyl)-5-nitropyridine-3-carboxylic acid ethyl ester), alcohol, N (ammonia). Product: C(C)OC(=O)C=1C(=NC(=C(C1N)[N+](=O)[O-])N1CCN(CC1)C)C (4-Amino-2-methyl-6-(4-methyl-1-piperazinyl)-5-nitropyridine-3-carboxylic acid ethyl ester). Reaction SMILES: [CH2:1]([O:3][C:4]([C:6]1[C:7]([CH3:23])=[N:8][C:9]([N:16]2[CH2:21][CH2:20][N:19]([CH3:22])[CH2:18][CH2:17]2)=[C:10]([N+:13]([O-:15])=[O:14])[C:11]=1Cl)=[O:5])[CH3:2].[NH3:24]>>[CH2:1]([O:3][C:4]([C:6]1[C:7]([CH3:23])=[N:8][C:9]([N:16]2[CH2:21][CH2:20][N:19]([CH3:22])[CH2:18][CH2:17]2)=[C:10]([N+:13]([O-:15])=[O:14])[C:11]=1[NH2:24])=[O:5])[CH3:2]. Procedure details: 33.3 g. of 4-chloro-2-methyl-6-(4-methyl-1-piperazinyl)-5-nitropyridine-3-carboxylic acid ethyl ester (0.1 mol) are dissolved in about 100 ml. of alcohol. 50 ml. of aqueous ammonia solution (30%) are added and the mixture is heated in an autoclave at 80° for 10 hours. After this time, the solution is evaporated to dryness and the residue is extracted with hot alcohol. On cooling, 25.2 g. of 4-amino-2-methyl-6-(4-methyl-1-piperazinyl)-5-nitropyridine-3-carboxylic acid ethyl ester precipitate, (78... RXN SMILES: [CH3:1][S:2]([O:3][CH2:6][c:7]1[n:8][c:9]([Cl:20])[n:10][c:11]([N:13]2[CH:14]([CH3:19])[CH2:15][O:16][CH2:17][CH2:18]2)[cH:12]1)(=[O:4])=[O:5].[I-:21].[Li+:22].[O:23]1[CH2:24][CH2:25][O:26][CH2:27][CH2:28]1>>[CH2:6]([c:7]1[n:8][c:9]([Cl:20])[n:10][c:11]([N:13]2[CH:14]([CH3:19])[CH2:15][O:16][CH2:17][CH2:18]2)[cH:12]1)[I:21]. Reactants: CC1COCCN1c1cc(COS(C)(=O)=O)nc(Cl)n1, [I-], [Li+], C1COCCO1. The product is CC1COCCN1c1cc(CI)nc(Cl)n1. Reactants: ON1C(C=CC=C1C(=O)O)=O (1-Hydroxy-6-carboxy-2 (1H)-pyridinone), C([O-])([O-])=O.[K+].[K+] (potassium carbonate), C(C1=CC=CC=C1)Cl (benzyl chloride). Solvent: CO (methanol). Yields the product C(C1=CC=CC=C1)ON1C(C=CC=C1C(=O)O)=O (1-Benzyloxy-6-carboxy-2 (1H)-pyridinone). Yield: 90.9%. RXN SMILES: [OH:1][N:2]1[C:7]([C:8]([OH:10])=[O:9])=[CH:6][CH:5]=[CH:4][C:3]1=[O:11].C(=O)([O-])[O-].[K+].[K+].[CH2:18](Cl)[C:19]1[CH:24]=[CH:23][CH:22]=[CH:21][CH:20]=1>CO>[CH2:18]([O:1][N:2]1[C:7]([C:8]([OH:10])=[O:9])=[CH:6][CH:5]=[CH:4][C:3]1=[O:11])[C:19]1[CH:24]=[CH:23][CH:22]=[CH:21][CH:20]=1 |f:1.2.3|. Procedure details: 1-Hydroxy-6-carboxy-2 (1H)-pyridinone (15.5 g, 0.1 mol) and anhydrous potassium carbonate (27.6 g, 0.2 mol) were mixed with benzyl chloride (15.2 g, 0.12 mol) in methanol (250 mL). The mixture was refluxed for 16 h, filtered, and the filtrate evaporated to dryness. The residue was dissolved in water (50 mL) and acidified with 6 N HCl to pH 2. The white precipitate was isolated by filtration, washed with cold water, and dried in vacuum, to yield 22.3 g (91%) of 1-Benzyloxy-6-carboxy-2 (1H)-pyridi... Reactants: [Br-], CC(=O)CCCC1=CCCC1, CCOCC, C[Mg+], Cl. Product: CC(C)(O)CCCC1=CCCC1. RXN SMILES: [Br-:12].[C:1]1([CH2:6][CH2:7][CH2:8][C:9]([CH3:10])=[O:11])=[CH:2][CH2:3][CH2:4][CH2:5]1.[CH2:16]([O:17][CH2:18][CH3:19])[CH3:20].[CH3:13][Mg+:14].[ClH:15]>>[C:1]1([CH2:6][CH2:7][CH2:8][C:9]([CH3:10])([OH:11])[CH3:13])=[CH:2][CH2:3][CH2:4][CH2:5]1. Starting materials: CCOC=C(C(=O)OCC)C(=O)OCC, O=C1CCNc2ccccc21. The product is c1ccc2c(c1)CCCN2. RXN SMILES: [CH2:12]([O:13][CH:14]=[C:15]([C:16]([O:17][CH2:18][CH3:19])=[O:20])[C:21]([O:22][CH2:23][CH3:24])=[O:25])[CH3:26].[O:1]=[C:2]1[CH2:3][CH2:4][NH:5][c:6]2[cH:7][cH:8][cH:9][cH:10][c:11]21>>[CH2:2]1[CH2:3][CH2:4][NH:5][c:6]2[cH:7][cH:8][cH:9][cH:10][c:11]21. The reactants are CCn1c(Cl)nc2cc(C(F)(F)F)c(Cl)c([N+](=O)[O-])c21, O=[Pt]. Product: CCn1c(Cl)nc2cc(C(F)(F)F)c(Cl)c(N)c21. Reaction SMILES: [Cl:1][c:2]1[n:3][c:4]2[c:5]([n:6]1[CH2:7][CH3:8])[c:9]([N+:18]([O-:19])=[O:20])[c:10]([Cl:17])[c:11]([C:13]([F:14])([F:15])[F:16])[cH:12]2.[Pt:21]=[O:22]>>[Cl:1][c:2]1[n:3][c:4]2[c:5]([n:6]1[CH2:7][CH3:8])[c:9]([NH2:18])[c:10]([Cl:17])[c:11]([C:13]([F:14])([F:15])[F:16])[cH:12]2. Conditions: time 20 hour. Procedure: 125 ml of this crude solution of 8-fluoro-3-(5-iodomethyl-oxazol-2-yl)-5-methyl-5,6-dihydro-4H-imidazo[1,5-a][1,4]benzodiazepin-6-one were treated with 11.3 ml (0.109 mol) of diethylamine and stirred at room temperature for 20 hrs. The suspension obtained was completely freed from the solvents, the residue was partitioned between ethyl acetate and 1N aqueous hydrochloric acid and extracted. The aqueous-acidic phase was made basic and extracted with ethyl acetate. The organic phase was concentrat... Yield: 16.0%. Reactants: crude solution, FC=1C=CC2=C(C(N(CC=3N2C=NC3C=3OC(=CN3)CI)C)=O)C1 (8-fluoro-3-(5-iodomethyl-oxazol-2-yl)-5-methyl-5,6-dihydro-4H-imidazo[1,5-a][1,4]benzodiazepin-6-one), C(C)NCC (diethylamine). RXN SMILES: [F:1][C:2]1[CH:3]=[CH:4][C:5]2[N:11]3[CH:12]=[N:13][C:14]([C:15]4[O:16][C:17]([CH2:20]I)=[CH:18][N:19]=4)=[C:10]3[CH2:9][N:8]([CH3:22])[C:7](=[O:23])[C:6]=2[CH:24]=1.[CH2:25]([NH:27][CH2:28][CH3:29])[CH3:26]>>[CH2:25]([N:27]([CH2:20][C:17]1[O:16][C:15]([C:14]2[N:13]=[CH:12][N:11]3[C:5]4[CH:4]=[CH:3][C:2]([F:1])=[CH:24][C:6]=4[C:7](=[O:23])[N:8]([CH3:22])[CH2:9][C:10]=23)=[N:19][CH:18]=1)[CH2:28][CH3:29])[CH3:26]. The product is C(C)N(CC)CC1=CN=C(O1)C=1N=CN2C1CN(C(C1=C2C=CC(=C1)F)=O)C (3-(5-diethylaminomethyloxazol-2-yl)-8-fluoro-5-methyl-5,6-dihydro-4H-imidazo[1,5-a][1,4]benzodiazepin-6-one).